From a dataset of the Open Reaction Database (ORD), a public repository of structured organic reaction records. describe an organic reaction: reactants, conditions, products, and yield Reactants: ClC=1N=C(C2=C(N1)C=CC(=N2)CN2CCC(CC2)C(C)(C)O)N2CCOCC2 (2-(1-((2-chloro-4-morpholinopyrido[3,2-d]pyrimidin-6-yl)methyl)piperidin-4-yl)propan-2-ol), FC(C1=NC2=C(N1)C=CC=C2)F (2-(difluoromethyl)-1H-benzo[d]imidazole). The product is FC(C1=NC2=C(N1C=1N=C(C3=C(N1)C=CC(=N3)CN3CCC(CC3)C(C)(C)O)N3CCOCC3)C=CC=C2)F (2-(1-((2-(2-(difluoromethyl)-1H-benzo[d]imidazol-1-yl)-4-morpholinopyrido[3,2-d]pyrimidin-6-yl)methyl)piperidin-4-yl)propan-2-ol). Reaction SMILES: Cl[C:2]1[N:3]=[C:4]([N:23]2[CH2:28][CH2:27][O:26][CH2:25][CH2:24]2)[C:5]2[N:11]=[C:10]([CH2:12][N:13]3[CH2:18][CH2:17][CH:16]([C:19]([OH:22])([CH3:21])[CH3:20])[CH2:15][CH2:14]3)[CH:9]=[CH:8][C:6]=2[N:7]=1.[F:29][CH:30]([F:40])[C:31]1[NH:35][C:34]2[CH:36]=[CH:37][CH:38]=[CH:39][C:33]=2[N:32]=1>>[F:40][CH:30]([F:29])[C:31]1[N:32]([C:2]2[N:3]=[C:4]([N:23]3[CH2:28][CH2:27][O:26][CH2:25][CH2:24]3)[C:5]3[N:11]=[C:10]([CH2:12][N:13]4[CH2:14][CH2:15][CH:16]([C:19]([OH:22])([CH3:20])[CH3:21])[CH2:17][CH2:18]4)[CH:9]=[CH:8][C:6]=3[N:7]=2)[C:33]2[CH:39]=[CH:38][CH:37]=[CH:36][C:34]=2[N:35]=1. Reported procedure: Following General Procedure D, 2-(1-((2-chloro-4-morpholinopyrido[3,2-d]pyrimidin-6-yl)methyl)piperidin-4-yl)propan-2-ol from Example 8 was reacted with 2-(difluoromethyl)-1H-benzo[d]imidazole to give 157. 1H NMR (400 MHz, DMSO) δ 8.43 (d, J=8.3 Hz, 1H), 8.23 (d, J=8.7 Hz, 1H), 8.00-7.72 (overlapping m, 3H), 7.51 (app t, J=7.7 Hz, 1H), 7.44 (app t, J=7.7 Hz, 1H), 4.56 (br s, 4H), 4.03 (s, 1H), 3.86 (br s, 4H), 3.74 (br s, 2H), 2.92 (d, J=10.6 Hz, 2H), 1.99 (t, J=11.3 Hz, 2H), 1.67 (d, J=11.8 Hz,... The product is COc1cc(C#N)ccc1C=C(C(C)=O)C(C)=O. As a reaction SMILES: [CH2:24]1[CH2:25][CH2:26][NH:27][CH2:28][CH2:29]1.[CH3:13][C:14]([CH2:15][C:16]([CH3:17])=[O:18])=[O:19].[CH3:20][C:21](=[O:22])[OH:23].[CH:1](=[O:2])[c:3]1[c:4]([O:11][CH3:12])[cH:5][c:6]([C:7]#[N:8])[cH:9][cH:10]1.[Cl:30][CH2:31][Cl:32]>>[CH:1]([c:3]1[c:4]([O:11][CH3:12])[cH:5][c:6]([C:7]#[N:8])[cH:9][cH:10]1)=[C:15]([C:14]([CH3:13])=[O:19])[C:16]([CH3:17])=[O:18]. Reactants: C1CCNCC1, CC(=O)CC(C)=O, CC(=O)O, COc1cc(C#N)ccc1C=O, ClCCl. Reactants: CCO, CCOC(=O)c1ccc(NC2CC2)cc1, [Na+], [OH-]. The product is O=C(O)c1ccc(NC2CC2)cc1. As a reaction SMILES: [CH3:18][CH2:19][OH:20].[CH:1]1([NH:4][c:5]2[cH:6][cH:7][c:8]([C:9](=[O:10])[O:11][CH2:12][CH3:13])[cH:14][cH:15]2)[CH2:2][CH2:3]1.[Na+:17].[OH-:16]>>[CH:1]1([NH:4][c:5]2[cH:6][cH:7][c:8]([C:9](=[O:10])[OH:11])[cH:14][cH:15]2)[CH2:2][CH2:3]1. The reactants are CS(=O)(=O)OC1=C(C=O)C=C(C=C1)OS(=O)(=O)C (2.5-di-[(Methanesulfonyl)oxy]benzaldehyde), [BH4-].[Na+] (sodium borohydride). The solvent is C1CCOC1.C(C)O (THF ethanol). Conditions: time 30 minute. Yields the product CS(=O)(=O)OC1=C(C=C(C=C1)OS(=O)(=O)C)CO (1,4-di-[(Methanesulfonyl)oxy]-2-(hydroxymethyl)benzene). As a reaction SMILES: [CH3:1][S:2]([O:5][C:6]1[CH:13]=[CH:12][C:11]([O:14][S:15]([CH3:18])(=[O:17])=[O:16])=[CH:10][C:7]=1[CH:8]=[O:9])(=[O:4])=[O:3].[BH4-].[Na+]>C1COCC1.C(O)C>[CH3:1][S:2]([O:5][C:6]1[CH:13]=[CH:12][C:11]([O:14][S:15]([CH3:18])(=[O:17])=[O:16])=[CH:10][C:7]=1[CH2:8][OH:9])(=[O:3])=[O:4] |f:1.2,3.4|. Procedure: To a solution of the product from Step A (17.13 g, 58.2 mmol) in 150 mL of 2:1 THF/ethanol at 0° C. was added sodium borohydride (2.27 g, 60.0 mmol). After 30 minutes, the reaction was carefully quenched by the addition oc saturated NH4Cl solution, then partitioned between EtOAc and saturated NaHCO3 solution. The organic layer was washed with water and brine, dried (Na2SO4), filtered, and concentrated in vacuo. The product was isolated as a yellow oil which was used without further purification. Starting materials: CC(C)(C)[O-], Cc1ccc(C(F)(F)F)cc1C(=O)Cl, [K+], C1CCOC1, O. The product is Cc1ccc(C(F)(F)F)cc1C(=O)OC(C)(C)C. As a reaction SMILES: [CH3:1][C:2]([CH3:3])([O-:4])[CH3:5].[CH3:7][c:8]1[c:9]([C:10](=[O:11])[Cl:12])[cH:13][c:14]([C:17]([F:18])([F:19])[F:20])[cH:15][cH:16]1.[K+:6].[O:22]1[CH2:23][CH2:24][CH2:25][CH2:26]1.[OH2:21]>>[CH3:1][C:2]([CH3:3])([O:4][C:10]([c:9]1[c:8]([CH3:7])[cH:16][cH:15][c:14]([C:17]([F:18])([F:19])[F:20])[cH:13]1)=[O:11])[CH3:5]. Product: ClC1=C(C=CC=C1)C1=CC=C(C=C1)[C@@H]1CCCN2C1=NS(CC2)(=O)=O ((9S)-9-(2′-chlorobiphenyl-4-yl)-3,4,6,7,8,9-hexahydropyrido[2,1-c][1,2,4]thiadiazine 2,2-dioxide). Run at temperature 50 celsius, time 19 hour. The reactants are ClC1=C(C=CC=C1)B(O)O ((2-chlorophenyl)boronic acid), FC(S(=O)(=O)OC1=CC=C(C=C1)[C@@H]1CCCN2C1=NS(CC2)(=O)=O)(F)F (4-[(9S)-2,2-dioxido-3,4,6,7,8,9-hexahydropyrido[2,1-c][1,2,4]thiadiazin-9-yl]phenyl trifluoromethanesulfonate), C([O-])([O-])=O.[Na+].[Na+] (sodium carbonate). The solvent is CCO (EtOH), O (water), CN(C)C=O (DMF). Reagents/catalysts: C=1C=CC(=CC1)[P](C=2C=CC=CC2)(C=3C=CC=CC3)[Pd]([P](C=4C=CC=CC4)(C=5C=CC=CC5)C=6C=CC=CC6)([P](C=7C=CC=CC7)(C=8C=CC=CC8)C=9C=CC=CC9)[P](C=1C=CC=CC1)(C=1C=CC=CC1)C=1C=CC=CC1 (Tetrakis(triphenylphosphine)palladium(0)). RXN SMILES: [Cl:1][C:2]1[CH:7]=[CH:6][CH:5]=[CH:4][C:3]=1B(O)O.FC(F)(F)S(O[C:17]1[CH:22]=[CH:21][C:20]([C@H:23]2[C:28]3=[N:29][S:30](=[O:34])(=[O:33])[CH2:31][CH2:32][N:27]3[CH2:26][CH2:25][CH2:24]2)=[CH:19][CH:18]=1)(=O)=O.C(=O)([O-])[O-].[Na+].[Na+]>CCO.O.CN(C=O)C.C1C=CC([P]([Pd]([P](C2C=CC=CC=2)(C2C=CC=CC=2)C2C=CC=CC=2)([P](C2C=CC=CC=2)(C2C=CC=CC=2)C2C=CC=CC=2)[P](C2C=CC=CC=2)(C2C=CC=CC=2)C2C=CC=CC=2)(C2C=CC=CC=2)C2C=CC=CC=2)=CC=1>[Cl:1][C:2]1[CH:7]=[CH:6][CH:5]=[CH:4][C:3]=1[C:17]1[CH:18]=[CH:19][C:20]([C@H:23]2[C:28]3=[N:29][S:30](=[O:34])(=[O:33])[CH2:31][CH2:32][N:27]3[CH2:26][CH2:25][CH2:24]2)=[CH:21][CH:22]=1 |f:2.3.4,^1:55,57,76,95|. Procedure details: Tetrakis(triphenylphosphine)palladium(0) (16.0 mg) was added to a mixture of (2-chlorophenyl)boronic acid (76.0 mg), 4-[(9S)-2,2-dioxido-3,4,6,7,8,9-hexahydropyrido[2,1-c][1,2,4]thiadiazin-9-yl]phenyl trifluoromethanesulfonate (100 mg) and sodium carbonate (51.4 mg) in EtOH (3 mL), water (1.5 mL) and DMF (dry) (2 mL). The mixture was stirred at 50° C. under nitrogen for 19 hr. Silica-gel was added and the volatiles were removed in vacuo. The mixture supported on silica-gel was purified by column... Isolated yield 42.2%. Reactants: [OH-].[Na+] (sodium hydroxide), ice water, Cl (hydrochloric acid), COC1=CC=C(C=C1)C1(C(C2=C(C(=C(C=C2C1)O)Cl)Cl)=O)C (2-(4-methoxyphenyl)-2-methyl 5-hydroxy-6,7-dichloro-1-indanone), C([O-])([O-])=O.[K+].[K+] (potassium carbonate), BrCC(=O)OCC (ethyl bromoacetate). The solvent is O (water), CN(C=O)C (dimethylformamide). Run at temperature 100 celsius. Yields the product O=C1C(CC2=CC(=C(C(=C12)Cl)Cl)OCC(=O)O)(C)C1=CC=C(C=C1)OC ([1-Oxo-2-(4-methoxyphenyl)-2-methyl-6,7-dichloro-5-indanyloxy]acetic acid). As a reaction SMILES: [CH3:1][O:2][C:3]1[CH:8]=[CH:7][C:6]([C:9]2([CH3:22])[CH2:17][C:16]3[C:11](=[C:12]([Cl:20])[C:13]([Cl:19])=[C:14]([OH:18])[CH:15]=3)[C:10]2=[O:21])=[CH:5][CH:4]=1.C(=O)([O-])[O-].[K+].[K+].Br[CH2:30][C:31]([O:33]CC)=[O:32].[OH-].[Na+].Cl>CN(C)C=O.O>[O:21]=[C:10]1[C:11]2[C:16](=[CH:15][C:14]([O:18][CH2:30][C:31]([OH:33])=[O:32])=[C:13]([Cl:19])[C:12]=2[Cl:20])[CH2:17][C:9]1([C:6]1[CH:7]=[CH:8][C:3]([O:2][CH3:1])=[CH:4][CH:5]=1)[CH3:22] |f:1.2.3,5.6|. Procedure: A stirred mixture of 2-(4-methoxyphenyl)-2-methyl 5-hydroxy-6,7-dichloro-1-indanone (2.6 g., 0.0077 mole), potassium carbonate (2.14 g., 0.0154 mole) and ethyl bromoacetate (2.58 g., 0.0154 mole) in dimethylformamide (60 ml.) is warmed at 55°-60° C. for 2.5 hrs., then treated with water (60 ml.),-10N sodium hydroxide solution (3 ml., 0.03 mole) and heated at 100° C. for one hour. The reaction mixture is added slowly to crushed ice-water (600 ml.)-12N hydrochloric acid (20 ml.) to precipitate 1.6... Reactants: CC1=CC=C(C(C(=O)O)=C1)O (5-Methylsalicylic acid), S(O)(O)(=O)=O (sulphuric acid), CO (methanol). Yields the product CC1=CC=C(C(C(=O)OC)=C1)O (methyl 5-methylsalicylate). As a reaction SMILES: [CH3:1][C:2]1[CH:10]=[C:6]([C:7]([OH:9])=[O:8])[C:5]([OH:11])=[CH:4][CH:3]=1.S(=O)(=O)(O)O.[CH3:17]O>>[CH3:1][C:2]1[CH:10]=[C:6]([C:7]([O:9][CH3:17])=[O:8])[C:5]([OH:11])=[CH:4][CH:3]=1. Procedure details: 5-Methylsalicylic acid was reacted with methanol and sulphuric acid by the general method of Brunner (Monatsh. 1913, 34, 916) to give methyl 5-methylsalicylate, b.p. 115°-116° C./10 mmHg. This ester (12.0 g) was heated together with benzyl chloride (9.1 g) and anhydrous potassium carbonate (5.0 g) in dry sulpholane (90 ml) at 100° C. for 22 hours. The mixture was then poured into a mixture of ice and water (1200 ml) to give crude methyl 2-benzyloxy-5-methylbenzoate (17.6 g). This ester (4.3 g) w... Reactants: 3k, C(#N)C(C)(C)NC1=CC(=C(C(=O)NC)C=C1)F (4-[(Cyano-dimethyl-methyl)-amino]-2-fluoro-N-methyl-benzamide), CN(C)C=O (DMF), ClC=1C=C(C#N)C=CC1N=C=S (3-chloro-4-isothiocyanato-benzonitrile), 6h, C(C)O (ethanol), Cl (HCl). Run at temperature 150 celsius. Yields the product FC=1C=C(C=CC1C)N1C(N(C(C1(C)C)=O)C=1C=C(C(C#N)=CC1)C#N)=S (4-[3-(3-Fluoro-4-methyl-phenyl)-4,4-dimethyl-5-oxo-2-thioxo-imidazolidin-1-yl]-phthalonitrile). Yield: 19.8%. Reaction SMILES: Cl[C:2]1[CH:3]=[C:4]([CH:7]=[CH:8][C:9]=1[N:10]=[C:11]=[S:12])[C:5]#[N:6].[C:13]([C:15]([NH:18][C:19]1[CH:28]=[CH:27][C:22]([C:23](NC)=O)=[C:21]([F:29])[CH:20]=1)([CH3:17])[CH3:16])#N.C([OH:32])C.Cl.[CH3:34][N:35](C=O)C>>[F:29][C:21]1[CH:20]=[C:19]([N:18]2[C:15]([CH3:16])([CH3:17])[C:13](=[O:32])[N:10]([C:9]3[CH:8]=[C:7]([C:34]#[N:35])[C:4](=[CH:3][CH:2]=3)[C:5]#[N:6])[C:11]2=[S:12])[CH:28]=[CH:27][C:22]=1[CH3:23]. Procedure: A mixture of 3k (370 mg, 2 mmol, prepared by a method similar to the synthesis of 3d) and 6h (384 mg, 2 mmol, prepared by a method similar to the synthesis of 6b) in DMF (10 mL) was heated under microwave irradiation at 150° C. for 5 h. To this mixture was added ethanol (10 mL) and aqueous HCl solution (2N, 5 mL). The resulting mixture was heated at reflux for 1 h. The solution was poured into ice-cold water and extracted with ethyl acetate (3×30 mL). The organic layers were combined, dried over...